From a dataset of the Open Reaction Database (ORD), a public repository of structured organic reaction records. describe an organic reaction: reactants, conditions, products, and yield The reactants are BrC=1C=C(C(=NC1)Cl)[N+](=O)[O-] (5-Bromo-2-chloro-3-nitropyridine), C1(CC1)CN (cyclopropanemethylamine), C(C)(C)N(C(C)C)CC (N,N-diisopropylethylamine). The solvent is C(C)O (ethanol). Run at time 24 hour. The product is BrC=1C=C(C(=NC1)NCC1CC1)[N+](=O)[O-] (5-Bromo-N-(cyclopropylmethyl)-3-nitropyridin-2-amine). Yield: 95.8%. Reaction SMILES: [Br:1][C:2]1[CH:3]=[C:4]([N+:9]([O-:11])=[O:10])[C:5](Cl)=[N:6][CH:7]=1.[CH:12]1([CH2:15][NH2:16])[CH2:14][CH2:13]1.C(N(CC)C(C)C)(C)C>C(O)C>[Br:1][C:2]1[CH:3]=[C:4]([N+:9]([O-:11])=[O:10])[C:5]([NH:16][CH2:15][CH:12]2[CH2:14][CH2:13]2)=[N:6][CH:7]=1. Procedure: A mixture of 5-bromo-2-chloro-3-nitropyridine (Step B, 5.0 g, 21.1 mmol), cyclopropanemethylamine (2.8 mL, 31.7 mmol) and N,N-diisopropylethylamine (5.5 mL, 31.7 mmol) in ethanol (20 mL) was stirred at room temperature for 24 h. After cooling to room temperature, the mixture was concentrated under reduced pressure. The residue was purified by column chromatography on silica gel (ethyl acetate as eluent) to afford the title compound (5.5 g, 96%) as a yellow solid. Starting materials: [Al] (aluminium), OC(C(=O)[O-])CCCCCCCCCCCCCCCC.[Mg+2].OC(C(=O)[O-])CCCCCCCCCCCCCCCC (magnesium hydroxystearate). The product is C(CCCCCCCCCCCCCCC)CCCCCCCCCCCCCCCCCCO (cetylstearyl alcohol). RXN SMILES: [Al].O[CH:3]([CH2:7][CH2:8][CH2:9][CH2:10][CH2:11][CH2:12][CH2:13][CH2:14][CH2:15][CH2:16][CH2:17][CH2:18][CH2:19][CH2:20][CH2:21][CH3:22])[C:4]([O-:6])=O.[Mg+2].O[CH:25]([CH2:29][CH2:30][CH2:31][CH2:32][CH2:33][CH2:34][CH2:35][CH2:36][CH2:37][CH2:38][CH2:39][CH2:40][CH2:41][CH2:42]CC)[C:26]([O-])=O>>[CH2:42]([CH2:22][CH2:21][CH2:20][CH2:19][CH2:18][CH2:17][CH2:16][CH2:15][CH2:14][CH2:13][CH2:12][CH2:11][CH2:10][CH2:9][CH2:8][CH2:7][CH2:3][CH2:4][OH:6])[CH2:41][CH2:40][CH2:39][CH2:38][CH2:37][CH2:36][CH2:35][CH2:34][CH2:33][CH2:32][CH2:31][CH2:30][CH2:29][CH2:25][CH3:26] |f:1.2.3|. Procedure: aluminium and magnesium hydroxystearate: 10;